Dataset: the Open Reaction Database (ORD), a public repository of structured organic reaction records. Task: describe an organic reaction: reactants, conditions, products, and yield The reactants are FC1=C(C=C(C=C1)NC1=NC=CC=C1C1=NC(=NC(=N1)C)N(CC1=CC=C(C=C1)OC)CC1=CC=C(C=C1)OC)OC (4-(2-(4-fluoro-3-methoxyphenylamino)pyridin-3-yl)-N,N-bis(4-methoxybenzyl)-6-methyl-1,3,5-triazin-2-amine). Solvent: C(=O)(C(F)(F)F)O (TFA). The product is FC1=C(C=C(C=C1)NC1=NC=CC=C1C1=NC(=NC(=N1)C)N)OC (4-(2-(4-fluoro-3-methoxyphenylamino)pyridin-3-yl)-6-methyl-1,3,5-triazin-2-amine). The yield is 3.6%. RXN SMILES: [F:1][C:2]1[CH:7]=[CH:6][C:5]([NH:8][C:9]2[C:14]([C:15]3[N:20]=[C:19]([CH3:21])[N:18]=[C:17]([N:22](CC4C=CC(OC)=CC=4)CC4C=CC(OC)=CC=4)[N:16]=3)=[CH:13][CH:12]=[CH:11][N:10]=2)=[CH:4][C:3]=1[O:41][CH3:42]>C(O)(C(F)(F)F)=O>[F:1][C:2]1[CH:7]=[CH:6][C:5]([NH:8][C:9]2[C:14]([C:15]3[N:20]=[C:19]([CH3:21])[N:18]=[C:17]([NH2:22])[N:16]=3)=[CH:13][CH:12]=[CH:11][N:10]=2)=[CH:4][C:3]=1[O:41][CH3:42]. Procedure details: A solution of 4-(2-(4-fluoro-3-methoxyphenylamino)pyridin-3-yl)-N,N-bis(4-methoxybenzyl)-6-methyl-1,3,5-triazin-2-amine (0.1196 g, 0.211 mmol) in TFA (8.0 mL) was heated at 80° C. overnight. The solution was cooled to room temperature and the TFA was removed in vacuo. The crude product was treated with a saturated solution of NaHCO3, the aqueous layer was extracted with DCM (3×15 mL), the layers were separated, the combined organic layers were dried and concentrated. The crude brown oil was diss... Product: C(C)(=O)NC=1SC(=CN1)C1=C(N2C(C(C2C(C1)=O)C=1SC=CC1)=O)NC(CC(=O)O)=O (3-(2-acetylaminothiazol-5-yl)-2-carboxy-8-oxo-7-(thien-2-yl)-acetamido-5-oxo-1-azabicyclo[4.2.0]oct-2-ene). The reactants are C(C)(=O)NC=1SC(=CN1)C1=C(N2C(C(C2OC1)C=1SC=CC1)=O)NC(CC(=O)OC(C1=CC=CC=C1)C1=CC=CC=C1)=O (3-(2-acetylaminothiazol-5-yl)-2-benzhydryloxycarbonyl-8-oxo-7-(thien-2-yl)-acetamido-5-oxa-1-azabicyclo[4.2.0]oct-2-ene), C(C)O (ethanol). As a reaction SMILES: [C:1]([NH:4][C:5]1[S:6][C:7]([C:10]2CO[CH:15]3[N:12]([C:13](=[O:23])[CH:14]3[C:18]3[S:19][CH:20]=[CH:21][CH:22]=3)[C:11]=2[NH:24][C:25](=[O:43])[CH2:26][C:27]([O:29]C(C2C=CC=CC=2)C2C=CC=CC=2)=[O:28])=[CH:8][N:9]=1)(=[O:3])[CH3:2].[CH2:44]([OH:46])[CH3:45]>C(O)=O>[C:1]([NH:4][C:5]1[S:6][C:7]([C:10]2[CH2:45][C:44](=[O:46])[CH:15]3[N:12]([C:13](=[O:23])[CH:14]3[C:18]3[S:19][CH:20]=[CH:21][CH:22]=3)[C:11]=2[NH:24][C:25](=[O:43])[CH2:26][C:27]([OH:29])=[O:28])=[CH:8][N:9]=1)(=[O:3])[CH3:2]. Solvent: C(=O)O (formic acid). Procedure: A solution of 3-(2-acetylaminothiazol-5-yl)-2-benzhydryloxycarbonyl-8-oxo-7-(thien-2-yl)-acetamido-5-oxa-1-azabicyclo[4.2.0]oct-2-ene (0.1 g) in formic acid (5 cc) is heated at 50° C. for 30 minutes, with stirring. The mixture is concentrated to dryness under reduced pressure (30 mm Hg; 4 kPa) at 50° C. and the residue is dissolved in ethanol (5 cc). The suspension obtained is stirred at 50° C. for 5 minutes and the solvent is evaporated off under reduced pressure (30 mm Hg; 4 kPa) at 50° C.; th... Reactants: CCO, Nc1c(OC(F)(F)F)cccc1[N+](=O)[O-]. Yields the product Nc1cccc(OC(F)(F)F)c1N. As a reaction SMILES: [CH3:16][CH2:17][OH:18].[N+:1]([O-:2])(=[O:3])[c:4]1[c:5]([NH2:15])[c:6]([O:10][C:11]([F:12])([F:13])[F:14])[cH:7][cH:8][cH:9]1>>[NH2:1][c:4]1[c:5]([NH2:15])[c:6]([O:10][C:11]([F:12])([F:13])[F:14])[cH:7][cH:8][cH:9]1. Reactants: CS(=O)(=O)Cl (methanesulfonyl chloride), C([O-])([O-])=O.[Cs+].[Cs+] (cesium carbonate), BrC1=CN(C=2N=CN=C(C21)N[C@@H](C)C2=NN1C(C(N2C2=CC=CC=C2)=O)=C(C=C1)C)COCC[Si](C)(C)C ((S)-2-(1-((5-Bromo-7-((2-(trimethylsilyl)ethoxy)methyl)-7H-pyrrolo[2,3-d]pyrimidin-4-yl)amino)ethyl)-5-methyl-3-phenylpyrrolo[2,1-f][1,2,4]triazin-4(3H)-one), CS(=O)(=O)OC1=CC(=CC(=C1)B1OC(C(O1)(C)C)(C)C)NS(=O)(=O)C (3-(methylsulfonamido)-5-(4,4,5,5-tetramethyl-1,3,2-dioxaborolan-2-yl)phenyl methanesulfonate). Reagents/catalysts: C1(=CC=CC=C1)P(C1=CC=CC=C1)[C-]1C=CC=C1.[C-]1(C=CC=C1)P(C1=CC=CC=C1)C1=CC=CC=C1.[Fe+2].ClCCl.[Pd](Cl)Cl (bis(diphenylphosphino)ferrocene palladium(II)dichloride dichloromethane). The product is CS(=O)(=O)OC1=CC(=CC(=C1)NS(=O)(=O)C)C1=CN(C=2N=CN=C(C21)N[C@@H](C)C2=NN1C(C(N2C2=CC=CC=C2)=O)=C(C=C1)C)COCC[Si](C)(C)C ((S)-3-(4-((1-(5-Methyl-4-oxo-3-phenyl-3,4-dihydropyrrolo[2,1-f][1,2,4]triazin-2-yl)ethyl)amino)-7-((2-(trimethylsilyl)ethoxy)methyl)-7H-pyrrolo[2,3-d]pyrimidin-5-yl)-5-(methylsulfonamido)phenyl methanesulfonate). Reaction SMILES: Br[C:2]1[C:10]2[C:9]([NH:11][C@H:12]([C:14]3[N:19]([C:20]4[CH:25]=[CH:24][CH:23]=[CH:22][CH:21]=4)[C:18](=[O:26])[C:17]4=[C:27]([CH3:30])[CH:28]=[CH:29][N:16]4[N:15]=3)[CH3:13])=[N:8][CH:7]=[N:6][C:5]=2[N:4]([CH2:31][O:32][CH2:33][CH2:34][Si:35]([CH3:38])([CH3:37])[CH3:36])[CH:3]=1.[CH3:39][S:40]([O:43][C:44]1[CH:49]=[C:48](B2OC(C)(C)C(C)(C)O2)[CH:47]=[C:46]([NH:59][S:60]([CH3:63])(=[O:62])=[O:61])[CH:45]=1)(=[O:42])=[O:41].CS(Cl)(=O)=O.C(=O)([O-])[O-].[Cs+].[Cs+]>C1(P([C-]2C=CC=C2)C2C=CC=CC=2)C=CC=CC=1.[C-]1(P(C2C=CC=CC=2)C2C=CC=CC=2)C=CC=C1.[Fe+2].ClCCl.[Pd](Cl)Cl>[CH3:39][S:40]([O:43][C:44]1[CH:45]=[C:46]([NH:59][S:60]([CH3:63])(=[O:62])=[O:61])[CH:47]=[C:48]([C:2]2[C:10]3[C:9]([NH:11][C@H:12]([C:14]4[N:19]([C:20]5[CH:25]=[CH:24][CH:23]=[CH:22][CH:21]=5)[C:18](=[O:26])[C:17]5=[C:27]([CH3:30])[CH:28]=[CH:29][N:16]5[N:15]=4)[CH3:13])=[N:8][CH:7]=[N:6][C:5]=3[N:4]([CH2:31][O:32][CH2:33][CH2:34][Si:35]([CH3:38])([CH3:37])[CH3:36])[CH:3]=2)[CH:49]=1)(=[O:41])=[O:42] |f:3.4.5,6.7.8.9.10|. Procedure details: (S)-2-(1-((5-Bromo-7-((2-(trimethylsilyl)ethoxy)methyl)-7H-pyrrolo[2,3-d]pyrimidin-4-yl)amino)ethyl)-5-methyl-3-phenylpyrrolo[2,1-f][1,2,4]triazin-4(3H)-one (170 mg, 0.29 mmol) was treated with 3-(methylsulfonamido)-5-(4,4,5,5-tetramethyl-1,3,2-dioxaborolan-2-yl)phenyl methanesulfonate (300 mg, 0.67 mmol, prepared from the title compound of Preparation 105 and methanesulfonyl chloride according to Preparation 37), 2M cesium carbonate (450 μl, 0.90 mmols) and bis(diphenylphosphino)ferrocene-palla... Starting materials: I.FC(C=1N=CN(C1)C1=C(C=C(C=C1)NC(=N)SC)OC)F (Methyl 4-(4-(difluoromethyl)-1H-imidazol-1-yl)-3-methoxyphenylcarbamimidothioate hydroiodide), ClCCCCC(C(=O)O)C1=CC=C(C=C1)F (6-chloro-2-(4-fluorophenyl)hexanoic acid), NN (hydrazine). Yields the product ClCCCCC(C1=CC=C(C=C1)F)C1=NC(=NN1)NC1=CC(=C(C=C1)N1C=NC(=C1)C(F)F)OC (5-(5-chloro-1-(4-fluorophenyl)pentyl)-N-(4-(4-(difluoromethyl)-1H-imidazol-1-yl)-3-methoxyphenyl)-1H-1,2,4-triazol-3-amine). Isolated yield 101.6%. Reaction SMILES: I.[F:2][CH:3]([F:22])[C:4]1[N:5]=[CH:6][N:7]([C:9]2[CH:14]=[CH:13][C:12]([NH:15][C:16](SC)=[NH:17])=[CH:11][C:10]=2[O:20][CH3:21])[CH:8]=1.[Cl:23][CH2:24][CH2:25][CH2:26][CH2:27][CH:28]([C:32]1[CH:37]=[CH:36][C:35]([F:38])=[CH:34][CH:33]=1)[C:29](O)=O.[NH2:39][NH2:40]>>[Cl:23][CH2:24][CH2:25][CH2:26][CH2:27][CH:28]([C:29]1[NH:40][N:39]=[C:16]([NH:15][C:12]2[CH:13]=[CH:14][C:9]([N:7]3[CH:8]=[C:4]([CH:3]([F:22])[F:2])[N:5]=[CH:6]3)=[C:10]([O:20][CH3:21])[CH:11]=2)[N:17]=1)[C:32]1[CH:37]=[CH:36][C:35]([F:38])=[CH:34][CH:33]=1 |f:0.1|. Procedure: Methyl 4-(4-(difluoromethyl)-1H-imidazol-1-yl)-3-methoxyphenylcarbamimidothioate hydroiodide (500 mg, 1.601 mmol, from preparation N) and 6-chloro-2-(4-fluorophenyl)hexanoic acid (392 mg, 1.601 mmol, from preparation AH) were coupled and then reacted with hydrazine (0.201 mL, 6.40 mmol) using a procedure analogous to Step A of Example 13 to afford 5-(5-chloro-1-(4-fluorophenyl)pentyl)-N-(4-(4-(difluoromethyl)-1H-imidazol-1-yl)-3-methoxyphenyl)-1H-1,2,4-triazol-3-amine (821 mg, 100% yield). LC-MS... Reactants: ClC1=CC=C(C=C1)N1N=C(C=C1CCC=O)CCC (3-(1-(4-chlorophenyl)-3-propyl-1H-pyrazol-5-yl)propanal), FC1=C(C=CC=C1)N1CCNCC1 (1-(2-fluorophenyl)piperazine), [BH-](OC(=O)C)(OC(=O)C)OC(=O)C.[Na+] (NaBH(OAc)3). Product: FC1=C(C=CC=C1)N1CCN(CC1)CCCC1=CC(=NN1C1=CC=C(C=C1)Cl)CCC (1-(2-fluorophenyl)-4-(3-(1-(4-chlorophenyl)-3-propyl-1H-pyrazol-5-yl)propyl)piperazine). RXN SMILES: [Cl:1][C:2]1[CH:7]=[CH:6][C:5]([N:8]2[C:12]([CH2:13][CH2:14][CH:15]=O)=[CH:11][C:10]([CH2:17][CH2:18][CH3:19])=[N:9]2)=[CH:4][CH:3]=1.[F:20][C:21]1[CH:26]=[CH:25][CH:24]=[CH:23][C:22]=1[N:27]1[CH2:32][CH2:31][NH:30][CH2:29][CH2:28]1.[BH-](OC(C)=O)(OC(C)=O)OC(C)=O.[Na+]>>[F:20][C:21]1[CH:26]=[CH:25][CH:24]=[CH:23][C:22]=1[N:27]1[CH2:32][CH2:31][N:30]([CH2:15][CH2:14][CH2:13][C:12]2[N:8]([C:5]3[CH:6]=[CH:7][C:2]([Cl:1])=[CH:3][CH:4]=3)[N:9]=[C:10]([CH2:17][CH2:18][CH3:19])[CH:11]=2)[CH2:29][CH2:28]1 |f:2.3|. Procedure details: 60 mg (82.3%) of target compound was obtained by using a method same as in Example 1 by using 3-(1-(4-chlorophenyl)-3-propyl-1H-pyrazol-5-yl)propanal (45.74 mg, 0.165 mmol), 1-(2-fluorophenyl)piperazine (39.16 mL, 0.247 mmol), and NaBH(OAc)3 (198 mg, 0.936 mmol). The reactants are OC1=C(C(C2=CC=CC(=C2C1=O)O)=O)C1=C(C(=O)OC)C(=C(C=C1OC)C)Cl (methyl 2-(3,5-dihydroxy-1,4-naphthoquinon-2-yl)-3-methoxy-5-methyl-6-chlorobenzoate), OC1=C(C(C2=CC=CC(=C2C1=O)O)=O)C1=C(C(=O)OC)C(=C(C=C1OC)C)Cl (methyl 2-(3,5-dihydroxy-1,4-naphthoquinon-2-yl)-3-methoxy-5-methyl-6-chlorobenzoate). The solvent is [OH-].[Na+] (sodium hydroxide). The product is ClC1=C(C=C(C=2C3=C(OC(C21)=O)C(C=2C(=CC=CC2C3=O)O)=O)OC)C (4-chloro-8-hydroxy-1-methoxy-3-methyl-7,12-dihydro-5H-benzo[d]naphtho[2,3-b]pyran-5,7,12-trione). Reaction SMILES: [OH:1][C:2]1[C:11](=[O:12])[C:10]2[C:5](=[CH:6][CH:7]=[CH:8][C:9]=2[OH:13])[C:4](=[O:14])[C:3]=1[C:15]1[C:24]([O:25][CH3:26])=[CH:23][C:22]([CH3:27])=[C:21]([Cl:28])[C:16]=1[C:17](OC)=[O:18]>[OH-].[Na+]>[Cl:28][C:21]1[C:16]2[C:17](=[O:18])[O:1][C:2]3[C:11](=[O:12])[C:10]4[C:9]([OH:13])=[CH:8][CH:7]=[CH:6][C:5]=4[C:4](=[O:14])[C:3]=3[C:15]=2[C:24]([O:25][CH3:26])=[CH:23][C:22]=1[CH3:27] |f:1.2|. Reported procedure: In 20% aqueous sodium hydroxide was dissolved methyl 2-(3,5-dihydroxy-1,4-naphthoquinon-2-yl)-3-methoxy-5-methyl-6-chlorobenzoate as obtained in (1) and the solution was refluxed for 3 hours. The reaction mixture was allowed to cool, acidified, and extracted with ethyl acetate. The solvent layer was washed with water and dried. The solvent was then distilled off and the residue was dissolved in tetrahydrofuran (2 ml). After addition of acetic anhydride (2 ml), the crystals that separated out wer... Reactants: CCOc1ccc(CC(=O)Cl)cc1, Cc1ccccc1, CCOC(C)=O, [Cl-], CCN(CC)C(=O)c1ccc([N+](=O)[O-])c(N)c1, [Zn]. The product is CCOc1ccc(CC(=O)Nc2cc(C(=O)N(CC)CC)ccc2[N+](=O)[O-])cc1. Reaction SMILES: [CH2:25]([CH3:26])[O:27][c:28]1[cH:29][cH:30][c:31]([CH2:34][C:35](=[O:36])[Cl:37])[cH:32][cH:33]1.[CH3:1][c:2]1[cH:3][cH:4][cH:5][cH:6][cH:7]1.[CH3:40][CH2:41][O:42][C:43]([CH3:44])=[O:45].[Cl-:38].[NH2:8][c:9]1[cH:10][c:11]([C:12](=[O:13])[N:14]([CH2:15][CH3:16])[CH2:17][CH3:18])[cH:19][cH:20][c:21]1[N+:22](=[O:23])[O-:24].[Zn:39]>>[NH:8]([c:9]1[cH:10][c:11]([C:12](=[O:13])[N:14]([CH2:15][CH3:16])[CH2:17][CH3:18])[cH:19][cH:20][c:21]1[N+:22](=[O:23])[O-:24])[C:35]([CH2:34][c:31]1[cH:30][cH:29][c:28]([O:27][CH2:25][CH3:26])[cH:33][cH:32]1)=[O:36].